From a dataset of the Open Reaction Database (ORD), a public repository of structured organic reaction records. describe an organic reaction: reactants, conditions, products, and yield Reactants: CN1N=CC(=C1)B1OC(C(O1)(C)C)(C)C (1-methyl-4-(4,4,5,5-tetramethyl-1,3,2-dioxaborolan-2-yl)-1H-pyrazole), C(C)(=O)O[C@H]1[C@H](OC2=C(C=CC(=C2)Br)Cl)SC[C@H]([C@@H]1OC(C)=O)OC(C)=O (5-bromo-2-chlorophenyl 2,3,4-tri-O-acetyl-5-thio-β-D-xylopyranoside). The product is C(C)(=O)O[C@H]1[C@H](OC2=C(C=CC(=C2)C=2C=NN(C2)C)Cl)SC[C@H]([C@@H]1OC(C)=O)OC(C)=O (2-Chloro-5-(1-methyl-1H-pyrazol-4-yl)phenyl 2,3,4-tri-O-acetyl-5-thio-β-D-xylopyranoside). As a reaction SMILES: [CH3:1][N:2]1[CH:6]=[C:5](B2OC(C)(C)C(C)(C)O2)[CH:4]=[N:3]1.[C:16]([O:19][C@@H:20]1[C@@H:34]([O:35][C:36](=[O:38])[CH3:37])[C@H:33]([O:39][C:40](=[O:42])[CH3:41])[CH2:32][S:31][C@H:21]1[O:22][C:23]1[CH:28]=[C:27](Br)[CH:26]=[CH:25][C:24]=1[Cl:30])(=[O:18])[CH3:17]>>[C:16]([O:19][C@@H:20]1[C@@H:34]([O:35][C:36](=[O:38])[CH3:37])[C@H:33]([O:39][C:40](=[O:42])[CH3:41])[CH2:32][S:31][C@H:21]1[O:22][C:23]1[CH:28]=[C:27]([C:5]2[CH:4]=[N:3][N:2]([CH3:1])[CH:6]=2)[CH:26]=[CH:25][C:24]=1[Cl:30])(=[O:18])[CH3:17]. Procedure: By carrying out the operation analogously to example 87, starting from 1-methyl-4-(4,4,5,5-tetramethyl-1,3,2-dioxaborolan-2-yl)-1H-pyrazole and 5-bromo-2-chlorophenyl 2,3,4-tri-O-acetyl-5-thio-β-D-xylopyranoside obtained according to preparation X, the expected product is obtained and is reacted further without additional purification in order to obtain the nonacetylated xyloside. The reactants are O (water), NCCCN1CCN(CC1)CCCN (1,4-bis(3-aminopropyl)piperazine), C(C1=CC=CC=C1)=O (benzaldehyde), [BH4-].[Na+] (sodium borohydride). Solvent: C(C)O (ethanol), C(C)O (ethanol). Reaction conditions: time 12 hour. Product: C(C1=CC=CC=C1)NCCCN1CCN(CC1)CCCNCC1=CC=CC=C1 (1,4-bis{3-[N-(Benzyl)amino]propyl}piperazine). RXN SMILES: [NH2:1][CH2:2][CH2:3][CH2:4][N:5]1[CH2:10][CH2:9][N:8]([CH2:11][CH2:12][CH2:13][NH2:14])[CH2:7][CH2:6]1.[CH:15](=O)[C:16]1[CH:21]=[CH:20][CH:19]=[CH:18][CH:17]=1.[BH4-].[Na+].O>C(O)C>[CH2:15]([NH:14][CH2:13][CH2:12][CH2:11][N:8]1[CH2:7][CH2:6][N:5]([CH2:4][CH2:3][CH2:2][NH:1][CH2:15][C:16]2[CH:21]=[CH:20][CH:19]=[CH:18][CH:17]=2)[CH2:10][CH2:9]1)[C:16]1[CH:21]=[CH:20][CH:19]=[CH:18][CH:17]=1 |f:2.3|. Reported procedure: To a solution of 1,4-bis(3-aminopropyl)piperazine (0.513 mL, 2.49 mmol) and benzaldehyde (0.532 mL, 5.24 mmol) in absolute ethanol (20 mL) was added 3 Å molecular sieves (5 g). After stirring the mixture for 12 h at room temperature, sodium borohydride (1.9 g, 49.9 mmol) was added and the mixture was stirred for 12 h at room temperature. Then the reaction mixture was quentched by dropwise addition of water (20 mL) and ethanol was removed under reduced pressure. The aqueous residue was extracted ... The product is c1ccc(CCOCCCCCCNCc2ccccc2)cc1. Starting materials: BrCCCCCCOCCc1ccccc1, Cl, NCc1ccccc1. Reaction SMILES: [Br:1][CH2:2][CH2:3][CH2:4][CH2:5][CH2:6][CH2:7][O:8][CH2:9][CH2:10][c:11]1[cH:12][cH:13][cH:14][cH:15][cH:16]1.[ClH:17].[NH2:18][CH2:19][c:20]1[cH:21][cH:22][cH:23][cH:24][cH:25]1>>[CH2:2]([CH2:3][CH2:4][CH2:5][CH2:6][CH2:7][O:8][CH2:9][CH2:10][c:11]1[cH:12][cH:13][cH:14][cH:15][cH:16]1)[NH:18][CH2:19][c:20]1[cH:21][cH:22][cH:23][cH:24][cH:25]1. Reactants: C(=O)(O)[O-].[Na+] (NaHCO3), BrC=1C=NC2=CC=C(C=C2C1)OC(C(=O)O)SC ((3-Bromo-quinolin-6-yloxy)-methylsulfanyl-acetic acid), NC(CO)(C)C (2-amino-2-methyl-1-propanol), ON1N=NC2=C1N=CC=C2 (1-hydroxy-7-azabenzotriazole), Cl.CN(CCCN=C=NCC)C (N-(3-dimethylaminopropyl)-N′-ethylcarbodiimide hydrochloride). The solvent is C(C)(=O)OCC (ethyl acetate), CN(C)C=O (DMF), C(C)N(CC)CC (triethylamine). The product is BrC=1C=NC2=CC=C(C=C2C1)OC(C(=O)NC(CO)(C)C)SC (2-(3-bromo-quinolin-6-yloxy)-N-(2-hydroxy-1,1-dimethyl-ethyl)-2-methylsulfanyl-acetamide). As a reaction SMILES: [Br:1][C:2]1[CH:3]=[N:4][C:5]2[C:10]([CH:11]=1)=[CH:9][C:8]([O:12][CH:13]([S:17][CH3:18])[C:14]([OH:16])=O)=[CH:7][CH:6]=2.[NH2:19][C:20]([CH3:24])([CH3:23])[CH2:21][OH:22].ON1C2N=CC=CC=2N=N1.Cl.CN(C)CCCN=C=NCC.C([O-])(O)=O.[Na+]>CN(C=O)C.C(OCC)(=O)C.C(N(CC)CC)C>[Br:1][C:2]1[CH:3]=[N:4][C:5]2[C:10]([CH:11]=1)=[CH:9][C:8]([O:12][CH:13]([S:17][CH3:18])[C:14]([NH:19][C:20]([CH3:24])([CH3:23])[CH2:21][OH:22])=[O:16])=[CH:7][CH:6]=2 |f:3.4,5.6|. Reported procedure: (3-Bromo-quinolin-6-yloxy)-methylsulfanyl-acetic acid (23 g) from Example 1, Stage 1 above, 2-amino-2-methyl-1-propanol (8.06 ml), 1-hydroxy-7-azabenzotriazole (HOAT) (11.44 g), N-(3-dimethylaminopropyl)-N′-ethylcarbodiimide hydrochloride (EDC) (16.12 g) and triethylamine (14.63 ml) in dry DMF (175 ml) were stirred at rt for 16 hours. The reaction mixture was diluted with ethyl acetate and poured into 200 ml sat. NaHCO3. The two phases were separated and the aqueous layer was extracted three tim...